This data is from the Open Reaction Database (ORD), a public repository of structured organic reaction records. The task is: describe an organic reaction: reactants, conditions, products, and yield Reactants: Cl.CN(CCCN=C=NCC)C (1-[3-(dimethylamino)propyl]-3-ethylcarbodiimide hydrochloride), C=1C=CC2=C(C1)N=NN2O (HOBT), N1CC(CCC1)NC(C1=CC=CC=C1)=O (N-piperidin-3-ylbenzamide), ClC=1C=C2C=CC(=CC2=CC1)S(=O)(=O)N([C@@H]1C(N(CC1)[C@@H](C(=O)OC(C)(C)C)C)=O)C (tert-butyl (2R)-2-{(3S)-3-[[(6-chloro-2-naphthyl)sulfonyl](methyl)amino]-2-oxopyrrolidin-1-yl}propanoate), FC(C(=O)O)(F)F (trifluoroacetic acid). The solvent is C(C)N(CC)CC (triethylamine), C(Cl)Cl (DCM). Run at time 2 hour. Yields the product ClC=1C=C2C=CC(=CC2=CC1)S(=O)(=O)N([C@@H]1C(N(CC1)[C@@H](C(=O)N1CC(CCC1)NC(C1=CC=CC=C1)=O)C)=O)C (N-[1-((2R)-2-{(3S)-3-[[(6-Chloro-2-naphthyl)sulfonyl](methyl)amino]-2-oxopyrrolidin-1-yl}propanoyl)piperidin-3-yl]benzamide). Isolated yield 55.2%. Reaction SMILES: [Cl:1][C:2]1[CH:3]=[C:4]2[C:9](=[CH:10][CH:11]=1)[CH:8]=[C:7]([S:12]([N:15]([CH3:31])[C@H:16]1[CH2:20][CH2:19][N:18]([C@H:21]([CH3:29])[C:22](OC(C)(C)C)=[O:23])[C:17]1=[O:30])(=[O:14])=[O:13])[CH:6]=[CH:5]2.FC(F)(F)C(O)=O.Cl.CN(C)CCCN=C=NCC.C1C=CC2N(O)N=NC=2C=1.[NH:61]1[CH2:66][CH2:65][CH2:64][CH:63]([NH:67][C:68](=[O:75])[C:69]2[CH:74]=[CH:73][CH:72]=[CH:71][CH:70]=2)[CH2:62]1>C(Cl)Cl.C(N(CC)CC)C>[Cl:1][C:2]1[CH:11]=[C:10]2[C:9](=[CH:4][CH:3]=1)[CH:8]=[C:7]([S:12]([N:15]([CH3:31])[C@H:16]1[CH2:20][CH2:19][N:18]([C@H:21]([CH3:29])[C:22]([N:61]3[CH2:66][CH2:65][CH2:64][CH:63]([NH:67][C:68](=[O:75])[C:69]4[CH:70]=[CH:71][CH:72]=[CH:73][CH:74]=4)[CH2:62]3)=[O:23])[C:17]1=[O:30])(=[O:13])=[O:14])[CH:6]=[CH:5]2 |f:2.3|. Procedure: A solution of tert-butyl (2R)-2-{(3S)-3-[[(6-chloro-2-naphthyl)sulfonyl](methyl)amino]-2-oxopyrrolidin-1-yl}propanoate (0.017 g) in DCM (0.5 ml) was treated with trifluoroacetic acid (0.5 ml) and stirred at room temperature for 2 h. The mixture was then concentrated under reduced pressure to give an oil which was subsequently treated with 1-[3-(dimethylamino)propyl]-3-ethylcarbodiimide hydrochloride (0.01 g), HOBT (0.007 g) and triethylamine (0.020 ml). After stirring at room temperature for 1 h... The reactants are COC=1C=C(CNCCNCC2=CC(=C(C(=C2)OC)OC)OC)C=C(C1OC)OC (N,N'-bis-(3,4,5-trimethoxybenzyl) ethylenediamine), C(C)O.O (ethanol water), ClCC=1NC2=C(N1)C=CC=C2 (2-chloromethyl benzimidazole). Run in C(C)O (ethanol). Conditions: temperature 45 celsius. Yields the product N1C(=NC2=C1C=CC=C2)CN(CCN(CC2=CC(=C(C(=C2)OC)OC)OC)CC2=NC1=C(N2)C=CC=C1)CC1=CC(=C(C(=C1)OC)OC)OC (N,N'-bis-(1H-benzoimidazole-2-ylmethyl)-N,N'-bis-(3,4,5-trimethoxybenzyl) ethylenediamine). RXN SMILES: [CH3:1][O:2][C:3]1[CH:4]=[C:5]([CH:24]=[C:25]([O:29][CH3:30])[C:26]=1[O:27][CH3:28])[CH2:6][NH:7][CH2:8][CH2:9][NH:10][CH2:11][C:12]1[CH:17]=[C:16]([O:18][CH3:19])[C:15]([O:20][CH3:21])=[C:14]([O:22][CH3:23])[CH:13]=1.[CH2:31](O)[CH3:32].O.Cl[CH2:36][C:37]1[NH:38][C:39]2[CH:45]=[CH:44][CH:43]=[CH:42][C:40]=2[N:41]=1>C(O)C>[NH:41]1[C:40]2[CH:42]=[CH:43][CH:44]=[CH:45][C:39]=2[N:38]=[C:37]1[CH2:36][N:10]([CH2:11][C:12]1[CH:13]=[C:14]([O:22][CH3:23])[C:15]([O:20][CH3:21])=[C:16]([O:18][CH3:19])[CH:17]=1)[CH2:9][CH2:8][N:7]([CH2:36][C:37]1[NH:38][C:39]2[CH:40]=[CH:42][CH:43]=[CH:31][C:32]=2[N:41]=1)[CH2:6][C:5]1[CH:24]=[C:25]([O:29][CH3:30])[C:26]([O:27][CH3:28])=[C:3]([O:2][CH3:1])[CH:4]=1 |f:1.2|. Procedure: 1.5 g N,N'-bis-(3,4,5-trimethoxybenzyl) ethylenediamine dichlorhydrate were solubilized in 30 ml 1:1 ethanol/water mixture. The pH of the solution was brought to 11 using a soda solution. A solution of 1.1 g 2-chloromethyl benzimidazole in solution in 30 ml ethanol was added all at once. The mixture was heated for 5 hours at 45° C. while keeping the pH at between 10 and 11 by adding a soda solution. After cooling, the ethanol was evaporated in a vacuum, and the medium was cooled to 0° C. The pre... Reactants: CC1=CC=C(C=C1)C=1C=C(C=CC1)S(=O)(=O)Cl (3-(4-methylphenyl)phenyl sulfonyl chloride), NC=1C=C(C=CC1)C1=NN=NN1 (5-(3-aminophenyl)tetrazole). Yields the product C1(=CC=C(C=C1)C=1C=C(C=CC1)S(=O)(=O)NC1=CC(=CC=C1)C1=NN=NN1)C (3-(p-Tolyl)-N-[3-(1H-tetrazol-5-yl)phenyl]benzenesulfonamide). The yield is 93.5%. Reaction SMILES: [CH3:1][C:2]1[CH:7]=[CH:6][C:5]([C:8]2[CH:9]=[C:10]([S:14](Cl)(=[O:16])=[O:15])[CH:11]=[CH:12][CH:13]=2)=[CH:4][CH:3]=1.[NH2:18][C:19]1[CH:20]=[C:21]([C:25]2[NH:29][N:28]=[N:27][N:26]=2)[CH:22]=[CH:23][CH:24]=1>>[C:2]1([CH3:1])[CH:7]=[CH:6][C:5]([C:8]2[CH:9]=[C:10]([S:14]([NH:18][C:19]3[CH:24]=[CH:23][CH:22]=[C:21]([C:25]4[NH:29][N:28]=[N:27][N:26]=4)[CH:20]=3)(=[O:16])=[O:15])[CH:11]=[CH:12][CH:13]=2)=[CH:4][CH:3]=1. Procedure details: The product was prepared according to General Procedure 1, described in Example 1, starting from [3-(4-methylphenyl)phenyl sulfonyl chloride (14.7 mg, 0.055 mmol) and 5-(3-aminophenyl)tetrazole (8.0 mg, 0.05 mmol) yielding 18.3 mg (19%) of the title compound. MS (ESI+) calcd for C20H17N5O2S 391.110296, found 391.110156. Starting materials: Sc1ccc(Br)cc1, COC(CBr)OC, CN(C)C=O. The product is COC(CSc1ccc(Br)cc1)OC. RXN SMILES: [Br:1][c:2]1[cH:3][cH:4][c:5]([SH:8])[cH:6][cH:7]1.[Br:9][CH2:10][CH:11]([O:12][CH3:13])[O:14][CH3:15].[O:16]=[CH:17][N:18]([CH3:19])[CH3:20]>>[Br:1][c:2]1[cH:3][cH:4][c:5]([S:8][CH2:10][CH:11]([O:12][CH3:13])[O:14][CH3:15])[cH:6][cH:7]1. Reactants: C1COCCN1, COc1cc2c(cc1OC)C(CCl)OCC2. Yields the product COc1cc2c(cc1OC)C(N1CCOCC1)OCC2, Cl. As a reaction SMILES: [CH2:17]1[CH2:18][O:19][CH2:20][CH2:21][NH:22]1.[Cl:1][CH2:2][CH:3]1[O:4][CH2:5][CH2:6][c:7]2[cH:8][c:9]([O:15][CH3:16])[c:10]([O:13][CH3:14])[cH:11][c:12]21>>[CH:3]1([N:22]2[CH2:17][CH2:18][O:19][CH2:20][CH2:21]2)[O:4][CH2:5][CH2:6][c:7]2[cH:8][c:9]([O:15][CH3:16])[c:10]([O:13][CH3:14])[cH:11][c:12]21.[ClH:1]. The reactants are BrC=1C(=C2C(=NC1)N(C=C2C2=C(C=CC=C2)CCO)COCC[Si](C)(C)C)Cl (2-{2-[5-Bromo-4-chloro-1-(2-trimethylsilanyl-ethoxymethyl)-1H-pyrrolo[2,3-b]pyridin-3-yl]-phenyl}-ethanol), [H-].[Na+] (sodium hydride). Run in CN(C)C=O (DMF). Run at temperature 80 celsius, time 12 hour. Product: BrC1=C2C=3C(=CNC3N=C1)C=1C=CC=CCCC1O2 (5-Bromo-7,8-dihydro-2H-6-oxa-2,3-diaza-benzocycloocta[cd]indene). Isolated yield 23.0%. Reaction SMILES: [Br:1][C:2]1[C:3](Cl)=[C:4]2[C:10]([C:11]3[CH:16]=[CH:15][CH:14]=[CH:13][C:12]=3[CH2:17][CH2:18][OH:19])=[CH:9][N:8](COCC[Si](C)(C)C)[C:5]2=[N:6][CH:7]=1.[H-].[Na+]>CN(C=O)C>[Br:1][C:2]1[CH:7]=[N:6][C:5]2[NH:8][CH:9]=[C:10]3[C:11]4[CH:16]=[CH:15][CH:14]=[CH:13][CH2:12][CH2:17][C:18]=4[O:19][C:3]=1[C:4]=23 |f:1.2|. Procedure: 2-{2-[5-Bromo-4-chloro-1-(2-trimethylsilanyl-ethoxymethyl)-1H-pyrrolo[2,3-b]pyridin-3-yl]-phenyl}-ethanol was dissolved in DMF (20 mL) and sodium hydride (100 mg) was added until the gas evolution stops. The mixture was stirred at 80° C. for 12 h. The reaction was quenched with saturated ammonium chloride solution (5 mL) and concentrated. The solid was suspended in water (20 mL) and was applied to a Varian chemelut cartridge and eluted with ethyl acetate. The crude product was purified by flash ... The reactants are OC1=CC=C(C=C1)C1=CC=CC=C1 (p-hydroxybiphenyl), S(=O)(=O)(OC)OC (dimethyl sulfate). The solvent is [OH-].[Na+] (sodium hydroxide). Run at temperature 55 celsius, time 30 minute. The product is CC1=CC=C(C=C1)C1=CC=CC=C1 (4-methylbiphenyl). Isolated yield 89.3%. As a reaction SMILES: O[C:2]1[CH:7]=[CH:6][C:5]([C:8]2[CH:13]=[CH:12][CH:11]=[CH:10][CH:9]=2)=[CH:4][CH:3]=1.S(OC)(O[CH3:18])(=O)=O>[OH-].[Na+]>[CH3:18][C:2]1[CH:7]=[CH:6][C:5]([C:8]2[CH:13]=[CH:12][CH:11]=[CH:10][CH:9]=2)=[CH:4][CH:3]=1 |f:2.3|. Procedure: In 1.5 l of a 1.5N aqueous sodium hydroxide solution was dissolved 170 g of p-hydroxybiphenyl, and 254 g of dimethyl sulfate was dropped into the content while the temperature of the content was maintained at 55° C. Reaction was carried out with stirring at 70° C. for 30 minutes. The reaction product was recovered by filtration and dried under a reduced pressure. Recrystallization of the product from ethanol yielded 150 g of 4-methylbiphenyl (melting point=75°-76° C.). Reactants: O=C([O-])[O-], C=CCBr, [Cs+], [Cs+], CN(C)C=O, Oc1ccc2c(CCc3ccccc3)csc2c1. Product: C=CCOc1ccc2c(CCc3ccccc3)csc2c1. As a reaction SMILES: [C:23](=[O:24])([O-:25])[O-:26].[CH2:19]([CH:20]=[CH2:21])[Br:22].[Cs+:27].[Cs+:28].[O:29]=[CH:30][N:31]([CH3:32])[CH3:33].[c:1]1([CH2:7][CH2:8][c:9]2[cH:10][s:11][c:12]3[c:13]2[cH:14][cH:15][c:16]([OH:18])[cH:17]3)[cH:2][cH:3][cH:4][cH:5][cH:6]1>>[c:1]1([CH2:7][CH2:8][c:9]2[cH:10][s:11][c:12]3[c:13]2[cH:14][cH:15][c:16]([O:18][CH2:21][CH:20]=[CH2:19])[cH:17]3)[cH:2][cH:3][cH:4][cH:5][cH:6]1.